This data is from the Open Reaction Database (ORD), a public repository of structured organic reaction records. The task is: describe an organic reaction: reactants, conditions, products, and yield Conditions: time 10 minute. Reported procedure: To a solution of 5-amino-1-(2,4-dichlorophenyl)-1H-pyrazole-4-carbonitrile and 3 ml of bromine in 50 ml of chloroform was added 1.7 g of isoamyl nitrite. The reaction mixture was stirred at room temperature for approximately 10 minutes and then refluxed for approximately one hour. The solution was evaporated to dryness under reduced pressure and the residue was chromatographed over silica gel employing toluene as the eluent. Fractions containing the major component were combined and the solvent ... As a reaction SMILES: N[C:2]1[N:6]([C:7]2[CH:12]=[CH:11][C:10]([Cl:13])=[CH:9][C:8]=2[Cl:14])[N:5]=[CH:4][C:3]=1[C:15]#[N:16].[Br:17]Br.N(OCCC(C)C)=O>C(Cl)(Cl)Cl>[Br:17][C:2]1[N:6]([C:7]2[CH:12]=[CH:11][C:10]([Cl:13])=[CH:9][C:8]=2[Cl:14])[N:5]=[CH:4][C:3]=1[C:15]#[N:16]. Solvent: C(Cl)(Cl)Cl (chloroform). Reactants: NC1=C(C=NN1C1=C(C=C(C=C1)Cl)Cl)C#N (5-amino-1-(2,4-dichlorophenyl)-1H-pyrazole-4-carbonitrile), BrBr (bromine), N(=O)OCCC(C)C (isoamyl nitrite). The product is BrC1=C(C=NN1C1=C(C=C(C=C1)Cl)Cl)C#N (5-bromo-1-(2,4-dichlorophenyl)-1H-pyrazole-4-carbonitrile). Reactants: C(C)(C)(C)OC(=O)N1CCN(CC1)C(=O)C1=C(N(C2=CC=CC=C12)C1=CSC=C1)Cl (4-(2-Chloro-1-thiophen-3-yl-1H-indole-3-carbonyl)-piperazine-1-carboxylic acid tert-butyl ester), FC=1C(=C(C=CC1)O)C (3-fluoro-2-methylphenol). Product: C(C)(C)(C)OC(=O)N1CCN(CC1)C(=O)C1=C(N(C2=CC=CC=C12)C1=CSC=C1)OC1=C(C(=CC=C1)F)C (4-[2-(3-Fluoro-2-methyl-phenoxy)-1-thiophen-3-yl-1H-indole-3-carbonyl]-piperazine-1-carboxylic acid tert-butyl ester). As a reaction SMILES: [C:1]([O:5][C:6]([N:8]1[CH2:13][CH2:12][N:11]([C:14]([C:16]2[C:24]3[C:19](=[CH:20][CH:21]=[CH:22][CH:23]=3)[N:18]([C:25]3[CH:29]=[CH:28][S:27][CH:26]=3)[C:17]=2Cl)=[O:15])[CH2:10][CH2:9]1)=[O:7])([CH3:4])([CH3:3])[CH3:2].[F:31][C:32]1[C:33]([CH3:39])=[C:34]([OH:38])[CH:35]=[CH:36][CH:37]=1>>[C:1]([O:5][C:6]([N:8]1[CH2:13][CH2:12][N:11]([C:14]([C:16]2[C:24]3[C:19](=[CH:20][CH:21]=[CH:22][CH:23]=3)[N:18]([C:25]3[CH:29]=[CH:28][S:27][CH:26]=3)[C:17]=2[O:38][C:34]2[CH:35]=[CH:36][CH:37]=[C:32]([F:31])[C:33]=2[CH3:39])=[O:15])[CH2:10][CH2:9]1)=[O:7])([CH3:4])([CH3:3])[CH3:2]. Procedure details: From the compound of step 3 (50 mg, 112 μmol), the title compound was prepared analogously as described in example 1, step 2, using 3-fluoro-2-methylphenol. Yield: 11 mg. The reactants are O=C([O-])[O-], CCO, N#Cc1c(F)ccc(OCc2nc3cc(Cl)ccc3s2)c1F, Cl, NO, [Na+], [Na+], O. Product: NC(=NO)c1c(F)ccc(OCc2nc3cc(Cl)ccc3s2)c1F. As a reaction SMILES: [C:23](=[O:24])([O-:25])[O-:26].[CH3:32][CH2:33][OH:34].[Cl:1][c:2]1[cH:3][cH:4][c:5]2[c:6]([n:7][c:8]([CH2:10][O:11][c:12]3[c:13]([F:21])[c:14]([C:19]#[N:20])[c:15]([F:18])[cH:16][cH:17]3)[s:9]2)[cH:22]1.[ClH:29].[NH2:30][OH:31].[Na+:27].[Na+:28].[OH2:35]>>[Cl:1][c:2]1[cH:3][cH:4][c:5]2[c:6]([n:7][c:8]([CH2:10][O:11][c:12]3[c:13]([F:21])[c:14]([C:19]([NH2:20])=[N:30][OH:31])[c:15]([F:18])[cH:16][cH:17]3)[s:9]2)[cH:22]1. The reactants are CN1N=C(C=C1)N (1-methyl-1H-pyrazol-3-amine), C(C(=O)C)CC(C)=O (acetonylacetone), O (water), O (water). Run in C1(=CC=CC=C1)C (toluene), CC(=O)O (AcOH). Yields the product CC=1N(C(=CC1)C)C1=NN(C=C1)C (3-(2,5-Dimethyl-pyrrol-1-yl)-1-methyl-1H-pyrazole). Reaction SMILES: [CH3:1][N:2]1[CH:6]=[CH:5][C:4]([NH2:7])=[N:3]1.[CH2:8]([CH2:12][C:13](=O)[CH3:14])[C:9]([CH3:11])=O.O>C1(C)C=CC=CC=1.CC(O)=O>[CH3:14][C:13]1[N:7]([C:4]2[CH:5]=[CH:6][N:2]([CH3:1])[N:3]=2)[C:9]([CH3:11])=[CH:8][CH:12]=1. Reported procedure: To a solution of 1-methyl-1H-pyrazol-3-amine (9.5 g, 98 mmol) and acetonylacetone (11.2 g, 98 mmol) in toluene (150 mL), AcOH (1.5 mL) is added, heated to reflux with a water separator until the formation of water ceased. Concentrated to dry. The residue is purified by flash column to give product. The reactants are OCC1=CN=NN1C=1C=C(C=CC1)C1=NC2=C(NC(C1)=O)C=C(C(=C2)N(C)CC(C)C)C (4-[3-(5-hydroxymethyl-[1,2,3]triazol-1-yl)-phenyl]-7-(isobutyl-methyl-amino)-8-methyl-1,3-dihydro-benzo[b][1,4]diazepin-2-one), S(=O)(Cl)Cl (thionylchloride), [Cl-] (chloride), C1(CC1)N (cyclopropylamine), CN(C)C=O (DMF). Solvent: ClCCl (dichloromethane). The product is C1(CC1)NCC1=NC=NN1C=1C=C(C=CC1)C1=NC2=C(NC(C1)=O)C=C(C(=C2)N(C)CC(C)C)C (4-[3-(5-Cyclopropylaminomethyl-[1,2,4]triazol-1-yl)-phenyl]-7-(isobutyl-methyl-amino)-8-methyl-1,3-dihydro-benzo[b][1,4]diazepin-2-one), solid. Yield: 55.0%. As a reaction SMILES: OC[C:3]1[N:7]([C:8]2[CH:9]=[C:10]([C:14]3[CH2:20][C:19](=[O:21])[NH:18][C:17]4[CH:22]=[C:23]([CH3:32])[C:24]([N:26]([CH2:28][CH:29]([CH3:31])[CH3:30])[CH3:27])=[CH:25][C:16]=4[N:15]=3)[CH:11]=[CH:12][CH:13]=2)[N:6]=[N:5][CH:4]=1.S(Cl)(Cl)=O.[Cl-].[CH:38]1(N)[CH2:40][CH2:39]1.[CH3:42][N:43](C=O)C>ClCCl>[CH:38]1([NH:5][CH2:4][C:3]2[N:7]([C:8]3[CH:9]=[C:10]([C:14]4[CH2:20][C:19](=[O:21])[NH:18][C:17]5[CH:22]=[C:23]([CH3:32])[C:24]([N:26]([CH2:28][CH:29]([CH3:31])[CH3:30])[CH3:27])=[CH:25][C:16]=5[N:15]=4)[CH:11]=[CH:12][CH:13]=3)[N:6]=[CH:42][N:43]=2)[CH2:40][CH2:39]1. Procedure details: The title compound was prepared from 4-[3-(5-hydroxymethyl-[1,2,3]triazol-1-yl)-phenyl]-7-(isobutyl-methyl-amino)-8-methyl-1,3-dihydro-benzo[b][1,4]diazepin-2-one (Example 132) (180 mg, 0.42 mmol) by reaction with thionylchloride in dichloromethane and subsequent treatment of the corresponding chloride with cyclopropylamine in DMF according to the method described in Example 45. Obtained as a light yellow solid (108 mg, 55%). Solvent: CO (methanol). RXN SMILES: Br[C:2]1[CH:7]=[CH:6][CH:5]=[CH:4][C:3]=1[NH:8][C:9]([O:11][CH2:12][CH3:13])=[O:10].[O-:14][CH2:15][CH3:16].[Na+].N1C=CC=CC=1C1C=CC=CN=1.C(OCC)(=O)C>CO>[CH2:15]([O:14][C:2]1[CH:7]=[CH:6][CH:5]=[CH:4][C:3]=1[NH:8][C:9]([O:11][CH2:12][CH3:13])=[O:10])[CH3:16] |f:1.2|. The yield is 83.7%. Yields the product C(C)OC1=C(C=CC=C1)NC(=O)OCC (2-ethoxy-1-ethoxycarbonylaminobenzene). Reactants: BrC1=C(C=CC=C1)NC(=O)OCC (2-bromo-1-ethoxycarbonylaminobenzene), C(C)(=O)OCC (ethyl acetate), [O-]CC.[Na+] (sodium ethoxide), cupric chloride dihydrate, N1=C(C=CC=C1)C1=NC=CC=C1 (2,2'-bipyridine). Reported procedure: 2.44 g of the 2-bromo-1-ethoxycarbonylaminobenzene was added to a solution containing 680 mg of sodium ethoxide, 170 mg of cupric chloride dihydrate, and 156 mg of 2,2'-bipyridine in 40 ml of methanol, and the mixture was heated under reflux for 1.5 hours. After the temperature was brought to room temperature, ethyl acetate was added thereto, and the resulting mixture was washed with water and dried over Glauber's salt. The solvent was distilled off, and the obtained crude crystals were recrysta... Starting materials: BrCCOCCOC (1-bromo-2-(2-methoxy-ethoxy)-ethane), [N-]=[N+]=[N-].[Na+] (sodium azide). Yields the product N(=[N+]=[N-])CCOCCOC (1-Azido-2-(2-methoxy-ethoxy)-ethane). Yield: 76.5%. As a reaction SMILES: Br[CH2:2][CH2:3][O:4][CH2:5][CH2:6][O:7][CH3:8].[N-:9]=[N+:10]=[N-:11].[Na+]>>[N:9]([CH2:2][CH2:3][O:4][CH2:5][CH2:6][O:7][CH3:8])=[N+:10]=[N-:11] |f:1.2|. Procedure details: 1-Azido-2-(2-methoxy-ethoxy)-ethane (607 mg) was prepared by following General Procedure U starting from 1-bromo-2-(2-methoxy-ethoxy)-ethane (1.0 g) and sodium azide (1.07 g). The crude product was used in the next step without further purification.